The task is: describe an organic reaction: reactants, conditions, products, and yield. This data is from the Open Reaction Database (ORD), a public repository of structured organic reaction records. Starting materials: Brc1ccc2[nH]ccc2c1, C1CCNC1, CN1CCC(=O)CC1, CCO. Product: CN1CC=C(c2c[nH]c3ccc(Br)cc23)CC1. Reaction SMILES: [Br:1][c:2]1[cH:3][c:4]2[cH:5][cH:6][nH:7][c:8]2[cH:9][cH:10]1.[CH2:19]1[CH2:20][NH:21][CH2:22][CH2:23]1.[CH3:11][N:12]1[CH2:13][CH2:14][C:15](=[O:18])[CH2:16][CH2:17]1.[CH3:24][CH2:25][OH:26]>>[Br:1][c:2]1[cH:3][c:4]2[c:5]([C:15]3=[CH:14][CH2:13][N:12]([CH3:11])[CH2:17][CH2:16]3)[cH:6][nH:7][c:8]2[cH:9][cH:10]1. Reactants: COC1=C(C(=C(C2=CC=CC=C12)OC)C)/C=C(/C(=O)OCC)\CCCCCCCCC (Ethyl (E)-3-(1,4-dimethoxy-3-methylnaphthalen-2-yl)-2-nonylpropenoate), COC1=C(C=C(C2=CC=CC=C12)OC)/C=C(/C(=O)O)\C ((E)-3-(1,4-dimethoxynaphthalen-2-yl)-2-methylpropenoic acid). The product is COC1=C(C(=C(C2=CC=CC=C12)OC)C)/C=C(/C(=O)O)\CCCCCCCCC ((E)-3-(1,4-dimethoxy-3-methylnaphthalen-2-yl)-2-nonylpropenoic acid), product. Isolated yield 99.2%. As a reaction SMILES: [CH3:1][O:2][C:3]1[C:12]2[C:7](=[CH:8][CH:9]=[CH:10][CH:11]=2)[C:6]([O:13][CH3:14])=[C:5]([CH3:15])[C:4]=1/[CH:16]=[C:17](\[CH2:23][CH2:24][CH2:25][CH2:26][CH2:27][CH2:28][CH2:29][CH2:30][CH3:31])/[C:18]([O:20]CC)=[O:19].COC1C2C(=CC=CC=2)C(OC)=CC=1/C=C(\C)/C(O)=O>>[CH3:1][O:2][C:3]1[C:12]2[C:7](=[CH:8][CH:9]=[CH:10][CH:11]=2)[C:6]([O:13][CH3:14])=[C:5]([CH3:15])[C:4]=1/[CH:16]=[C:17](\[CH2:23][CH2:24][CH2:25][CH2:26][CH2:27][CH2:28][CH2:29][CH2:30][CH3:31])/[C:18]([OH:20])=[O:19]. Reported procedure: Compound 99c was prepared from 98c (0.164 g, 0.384 mmol) as described above for 29a to give 0.152 g (0.381 mmol, 96%) of the product as a colorless oil following flash chromatography (1:3 EtOAc:hexanes 0.5% AcOH).